Dataset: the Open Reaction Database (ORD), a public repository of structured organic reaction records. Task: describe an organic reaction: reactants, conditions, products, and yield Starting materials: CCO, CCCOc1ccc([N+](=O)[O-])cc1-c1nn2c(C3CCCC3)nc(C)c2c(=O)[nH]1, C1CCOC1. Product: CCCOc1ccc(N)cc1-c1nn2c(C3CCCC3)nc(C)c2c(=O)[nH]1. RXN SMILES: [CH2:30]([OH:31])[CH3:32].[N+:1]([O-:2])(=[O:3])[c:4]1[cH:5][cH:6][c:7]([O:26][CH2:27][CH2:28][CH3:29])[c:8](-[c:10]2[n:11][n:12]3[c:13]([c:14](=[O:16])[nH:15]2)[c:17]([CH3:25])[n:18][c:19]3[CH:20]2[CH2:21][CH2:22][CH2:23][CH2:24]2)[cH:9]1.[O:33]1[CH2:34][CH2:35][CH2:36][CH2:37]1>>[NH2:1][c:4]1[cH:5][cH:6][c:7]([O:26][CH2:27][CH2:28][CH3:29])[c:8](-[c:10]2[n:11][n:12]3[c:13]([c:14](=[O:16])[nH:15]2)[c:17]([CH3:25])[n:18][c:19]3[CH:20]2[CH2:21][CH2:22][CH2:23][CH2:24]2)[cH:9]1. The reactants are ClC1=CC=C(C=C1)C=1N=C2N(C=C(C=C2)F)C1CC1=NOC(=N1)C(=O)NO (3-((2-(4-chlorophenyl)-6-fluoroimidazo[1,2-a]pyridin-3-yl)methyl)-N-hydroxy-1,2,4-oxadiazole-5-carboxamide), ClC1=CC=C(C=C1)C=1N=C2N(C=CC=C2)C1CC1=NOC(=N1)C(=O)OCC (ethyl 3-((2-(4-chlorophenyl)imidazo[1,2-a]pyridin-3-yl)methyl)-1,2,4-oxadiazole-5-carboxylate), Cl.NO (hydroxylamine hydrochloride). Yields the product ONC(=O)C1=NC(=NO1)CC1=C(N=C2N1C=CC=C2)C2=CC=CC=C2 (N-hydroxy-3-((2-phenylimidazo[1,2-a]pyridin-3-yl)-methyl)-1,2,4-oxadiazole-5-carboxamide). Reaction SMILES: Cl[C:2]1[CH:7]=[CH:6][C:5]([C:8]2[N:9]=[C:10]3[CH:15]=[CH:14][C:13](F)=[CH:12][N:11]3[C:17]=2[CH2:18][C:19]2[N:23]=[C:22]([C:24]([NH:26][OH:27])=[O:25])[O:21][N:20]=2)=[CH:4][CH:3]=1.ClC1C=CC(C2N=C3C=CC=CN3C=2CC2N=C(C(OCC)=O)ON=2)=CC=1.Cl.NO>>[OH:27][NH:26][C:24]([C:22]1[O:21][N:20]=[C:19]([CH2:18][C:17]2[N:11]3[CH:12]=[CH:13][CH:14]=[CH:15][C:10]3=[N:9][C:8]=2[C:5]2[CH:6]=[CH:7][CH:2]=[CH:3][CH:4]=2)[N:23]=1)=[O:25] |f:2.3|. Procedure details: The title compound was prepared in the same fashion as that for compound 222 from ethyl 3-((2-(4-chlorophenyl)imidazo[1,2-a]pyridin-3-yl)methyl)-1,2,4-oxadiazole-5-carboxylate and hydroxylamine hydrochloride. m/e+=370 (M+H+). 1H NMR (400 MHz, in DMSO-d6): δ 8.43-8.41 (1H, D, d, J=7.2 Hz, ArH), δ 8.31 (1H, D, s, ArH), δ 7.88-7.86 (2H, D, d, J=8.4 Hz, ArH), δ 7.65-7.62 (1H, D, d, J=9.2 Hz, ArH), δ 7.57-7.54 (1H, D, d, J=8.4 Hz, ArH), δ 7.35-7.31 (1H, D, t, J=8.0, ArH), δ 7.04-7.00 (1H, D, t, J=8.0... Starting materials: N12CCCCCC2=NCCC1 (1,8-Diazabicyclo[5.4.0]undec-7-ene), ClC=1C2=C(SC1C(=O)OCC)C=C(C=C2)CO (ethyl 3-(chloro)-6-(hydroxymethyl)benzo[b]thiophene-2-carboxylate), COC=1C=C(C=CC1)S (3-methoxybenzenethiol). The solvent is CN(C=O)C (dimethylformamide). Reaction conditions: time 18 hour. Product: OCC=1C=CC2=C(SC(=C2SC2=CC(=CC=C2)OC)C(=O)OCC)C1 (Ethyl 6-(hydroxymethyl)-3-[(3-methoxyphenyl)sulfanyl]benzo[b]thiophene-2-carboxylate). Isolated yield 78.5%. Reaction SMILES: N12CCCN=C1CCCCC2.Cl[C:13]1[C:14]2[CH:26]=[CH:25][C:24]([CH2:27][OH:28])=[CH:23][C:15]=2[S:16][C:17]=1[C:18]([O:20][CH2:21][CH3:22])=[O:19].[CH3:29][O:30][C:31]1[CH:32]=[C:33]([SH:37])[CH:34]=[CH:35][CH:36]=1>CN(C)C=O>[OH:28][CH2:27][C:24]1[CH:25]=[CH:26][C:14]2[C:13]([S:37][C:33]3[CH:34]=[CH:35][CH:36]=[C:31]([O:30][CH3:29])[CH:32]=3)=[C:17]([C:18]([O:20][CH2:21][CH3:22])=[O:19])[S:16][C:15]=2[CH:23]=1. Reported procedure: 1,8-Diazabicyclo[5.4.0]undec-7-ene (DBU--1.1 ml, 7.23 mmol) was added to a mixture of ethyl 3-(chloro)-6-(hydroxymethyl)benzo[b]thiophene-2-carboxylate (Preparation 15--1.63 g, 6.02 mmol) and 3-methoxybenzenethiol (1.1 ml, 9.03 mmol) in anhydrous dimethylformamide (8 ml) under a nitrogen atmosphere. The solution was stirred at ambient temperature for 18 hours, and then heated to 60° C. for 3 hours. The solution was partitioned between diethyl ether and water. The organics were separated and wash... Reactants: Cl (hydrochloric acid), C(C)OC(COC1=C(C(=C(C=C1)CCO)F)F)OCC (2-(4-(2,2-Diethoxyethoxy)-2,3-difluorophenyl)ethanol). The solvent is O1CCOCC1 (1,4-dioxane), O (water). Conditions: time 1 hour. The product is FC1=C(OCC=O)C=CC(=C1F)CCO (2-(2,3-Difluoro-4-(2-hydroxyethyl)phenoxy)acetaldehyde). As a reaction SMILES: Cl.C([O:4][CH:5](OCC)[CH2:6][O:7][C:8]1[CH:13]=[CH:12][C:11]([CH2:14][CH2:15][OH:16])=[C:10]([F:17])[C:9]=1[F:18])C>O1CCOCC1.O>[F:18][C:9]1[C:10]([F:17])=[C:11]([CH2:14][CH2:15][OH:16])[CH:12]=[CH:13][C:8]=1[O:7][CH2:6][CH:5]=[O:4]. Procedure details: Concentrated hydrochloric acid (5 mL) was added to a solution of 2-(4-(2,2-diethoxyethoxy)-2,3-difluorophenyl)ethanol (example 77, step c) (0.49 g) in 1,4-dioxane (10 mL) and the resulting mixture was stirred for 1 h. The mixture was carefully diluted with water (50 mL) and extracted with ethyl acetate (3×50 mL). The combined organics were washed with water (50 mL) and brine (50 mL), dried over sodium sulphate, filtered and evaporated to give the subtitled compound, which was used directly. Yiel... Product: C(CCC)C=1C=CC(NC1C)=O (5-butyl-6-methylpyridin-2(1H)-one). Starting materials: C(#N)C=1C(NC(=C(C1)CCCC)C)=O (3-cyano-5-butyl-6-methylpyridin-2(1H)-one). Procedure details: A suspension of 3-cyano-5-butyl-6-methylpyridin-2(1H)-one (950 mg, 5.0 mmol) in 6N hydrochloric acid (36 mL) was refluxed for 3 days. The reaction was cooled and extracted with methylene chloride to isolate product. It was then dried with methylene chloride solution, filtered and evaporated. The residue was triturated with diethyl ether to yield product (563 mg, 68%). Run in Cl (hydrochloric acid). RXN SMILES: C([C:3]1[C:4](=[O:14])[NH:5][C:6]([CH3:13])=[C:7]([CH2:9][CH2:10][CH2:11][CH3:12])[CH:8]=1)#N>Cl>[CH2:9]([C:7]1[CH:8]=[CH:3][C:4](=[O:14])[NH:5][C:6]=1[CH3:13])[CH2:10][CH2:11][CH3:12]. Isolated yield 68.1%. RXN SMILES: [CH2:1]([CH3:2])[c:3]1[c:4](-[c:11]2[cH:12][cH:13][cH:14][cH:15][cH:16]2)[cH:5][c:6]([C:8]([CH3:9])=[O:10])[s:7]1.[CH3:27][CH2:28][OH:29].[CH:17]([c:18]1[cH:19][cH:20][c:21]([CH:22]=[O:23])[cH:24][cH:25]1)=[O:26].[CH:31]([OH:32])([CH3:33])[CH3:34].[ClH:30].[OH2:35]>>[CH2:1]([CH3:2])[c:3]1[c:4](-[c:11]2[cH:12][cH:13][cH:14][cH:15][cH:16]2)[cH:5][c:6]([C:8]([CH:9]=[CH:17][c:18]2[cH:19][cH:20][c:21]([CH:22]=[O:23])[cH:24][cH:25]2)=[O:10])[s:7]1. Product: CCc1sc(C(=O)C=Cc2ccc(C=O)cc2)cc1-c1ccccc1. The reactants are CCc1sc(C(C)=O)cc1-c1ccccc1, CCO, O=Cc1ccc(C=O)cc1, CC(C)O, Cl, O. The reactants are NOC(C(=O)OC(C)(C)C)SC (tert-butyl 2-aminooxy-2-(methylthio)acetate), C(C)(C)(C)OC(=O)NC1=NC(=NS1)C(C(=O)O)=O (2-(5-Tert-butyloxycarbonylamino-1,2,4-thiadiazol-3-yl)-2-oxoacetic acid), resultant mixture. Run in CO (methanol), CO (methanol). The product is C(C)(C)(C)OC(=O)NC1=NC(=NS1)/C(/C(=O)O)=N/OC(SC)C(=O)OC(C)(C)C ((Z)-2-(5-tert-butyloxycarbonylamino-1,2,4-thiadiazol-3-yl)-2-[[(tert-butoxycarbonyl)(methylthio)methoxy]imino]acetic acid). The yield is 49.2%. Reaction SMILES: [C:1]([O:5][C:6]([NH:8][C:9]1[S:13][N:12]=[C:11]([C:14](=O)[C:15]([OH:17])=[O:16])[N:10]=1)=[O:7])([CH3:4])([CH3:3])[CH3:2].[NH2:19][O:20][CH:21]([S:29][CH3:30])[C:22]([O:24][C:25]([CH3:28])([CH3:27])[CH3:26])=[O:23]>CO>[C:1]([O:5][C:6]([NH:8][C:9]1[S:13][N:12]=[C:11](/[C:14](=[N:19]/[O:20][CH:21]([C:22]([O:24][C:25]([CH3:28])([CH3:27])[CH3:26])=[O:23])[S:29][CH3:30])/[C:15]([OH:17])=[O:16])[N:10]=1)=[O:7])([CH3:4])([CH3:3])[CH3:2]. Procedure: 2-(5-Tert-butyloxycarbonylamino-1,2,4-thiadiazol-3-yl)-2-oxoacetic acid (3.0 g) was dissolved in methanol (30 ml). To this solution a solution of tert-butyl 2-aminooxy-2-(methylthio)acetate (2.12 g) in methanol (20 ml) was added dropwise. The resultant mixture was stirred for 1 hr. at the room temperature, and then the solvent was evaporated to give (Z)-2-(5-tert-butyloxycarbonylamino-1,2,4-thiadiazol-3-yl)-2-[[(tert-butoxycarbonyl)(methylthio)methoxy]imino]acetic acid (2.42 g). The reactants are C([O-])([O-])=O.[K+].[K+] (potassium carbonate), C([O-])([O-])=O.[Cs+].[Cs+] (cesium carbonate), BrCC=1C=C(C=CC1)[N+](=O)[O-] (3-bromomethyl nitrobenzene), OC1=C(C=CC(=C1CCC)O)C(C)=O (1-(2,4-dihydroxy-3-propyl-phenyl)-ethanone). The solvent is O (water), CN(C=O)C (dimethylformamide). Run at time 1 hour. Yields the product OC1=C(C=CC(=C1CCC)OCC1=CC(=CC=C1)[N+](=O)[O-])C(C)=O (1-[2-hydroxy-4-(3-nitro-benzyloxy)-3-propyl-phenyl]-ethanone), powder. Isolated yield 85.0%. Reaction SMILES: Br[CH2:2][C:3]1[CH:4]=[C:5]([N+:9]([O-:11])=[O:10])[CH:6]=[CH:7][CH:8]=1.[OH:12][C:13]1[C:18]([CH2:19][CH2:20][CH3:21])=[C:17]([OH:22])[CH:16]=[CH:15][C:14]=1[C:23](=[O:25])[CH3:24].C(=O)([O-])[O-].[K+].[K+].C(=O)([O-])[O-].[Cs+].[Cs+]>CN(C)C=O.O>[OH:12][C:13]1[C:18]([CH2:19][CH2:20][CH3:21])=[C:17]([O:22][CH2:2][C:3]2[CH:8]=[CH:7][CH:6]=[C:5]([N+:9]([O-:11])=[O:10])[CH:4]=2)[CH:16]=[CH:15][C:14]=1[C:23](=[O:25])[CH3:24] |f:2.3.4,5.6.7|. Procedure: Add 3-bromomethyl nitrobenzene (10.00 g, 46.3 mmol) to a solution of 1-(2,4-dihydroxy-3-propyl-phenyl)-ethanone (8.99 g, 46.3 mmol) in dimethylformamide (60 mL). After 10 minutes add potassium carbonate (9.60 g, 69.4 mmol) and cesium carbonate (15.08 g, 46.3 mmol). Stir at room temperature for one hour, then heat to 70° C. for 1.5 hours. Cool and add water (250 mL). Triturate for 15 minutes. Filter. Wash the solid with water several times, and then wash with hexanes. Dry to afford the title comp... Reactants: C(C)(C)(C)OC(=O)N[C@H](C(=O)O)CCS(=O)(=O)C ((S)-2-tert-Butoxycarbonylamino-4-methanesulfonyl-butyric acid), [B-](F)(F)(F)F.CCOC(=O)C(=NOC(=[N+](C)C)N(C)C)C#N (TOTU), C(C)OC(=O)N1CCNCC1 (piperazine-1-carboxylic acid ethyl ester). Run in C(O)([O-])=O.[Na+] (sodium hydrogen carbonate), CN(C)C=O (DMF). Run at time 2 hour. Yields the product C(C)OC(=O)N1CCN(CC1)C([C@H](CCS(=O)(=O)C)NC(=O)OC(C)(C)C)=O (4-((S)-2-tert-Butoxycarbonylamino-4-methanesulfonyl-butyryl)-piperazine-1-carboxylic acid ethyl ester). Reaction SMILES: [C:1]([O:5][C:6]([NH:8][C@@H:9]([CH2:13][CH2:14][S:15]([CH3:18])(=[O:17])=[O:16])[C:10]([OH:12])=O)=[O:7])([CH3:4])([CH3:3])[CH3:2].[B-](F)(F)(F)F.CCOC(C(C#N)=NOC(N(C)C)=[N+](C)C)=O.[CH2:41]([O:43][C:44]([N:46]1[CH2:51][CH2:50][NH:49][CH2:48][CH2:47]1)=[O:45])[CH3:42]>CN(C=O)C.C(=O)([O-])O.[Na+]>[CH2:41]([O:43][C:44]([N:46]1[CH2:47][CH2:48][N:49]([C:10](=[O:12])[C@@H:9]([NH:8][C:6]([O:5][C:1]([CH3:2])([CH3:3])[CH3:4])=[O:7])[CH2:13][CH2:14][S:15]([CH3:18])(=[O:17])=[O:16])[CH2:50][CH2:51]1)=[O:45])[CH3:42] |f:1.2,5.6|. Reported procedure: To a solution of 2 g of (S)-2-tert-Butoxycarbonylamino-4-methanesulfonyl-butyric acid, 3.2 g of NEM and 2.3 g of TOTU in 10 ml of DMF, 1.2 g of piperazine-1-carboxylic acid ethyl ester was added at RT and stirred for 2 h. The reaction mixture was diluted with saturated aqueous sodium hydrogen carbonate solution and extracted with 400 ml of ethyl acetate. The organic phase was washed with diluted saturated aqueous sodium hydrogen carbonate solution and dried over MgSO4 and the solvents were remov...